This data is from the Open Reaction Database (ORD), a public repository of structured organic reaction records. The task is: describe an organic reaction: reactants, conditions, products, and yield Yields the product C=Cc1cc(O)cc2c1CC(c1ccc(O)cc1)C1CCCC21. Reactants: [Br-], [Li]CCCC, CCOC(C)=O, C[P+](c1ccccc1)(c1ccccc1)c1ccccc1, C1CCOC1, O=Cc1cc(O)cc2c1CC(c1ccc(O)cc1)C1CCCC21. As a reaction SMILES: [Br-:35].[CH3:1][CH2:2][CH2:3][CH2:4][Li:5].[CH3:29][CH2:30][O:31][C:32](=[O:33])[CH3:34].[CH3:36][P+:37]([c:38]1[cH:39][cH:40][cH:41][cH:42][cH:43]1)([c:44]1[cH:45][cH:46][cH:47][cH:48][cH:49]1)[c:50]1[cH:51][cH:52][cH:53][cH:54][cH:55]1.[O:56]1[CH2:57][CH2:58][CH2:59][CH2:60]1.[OH:6][c:7]1[cH:8][c:9]([CH:27]=[O:28])[c:10]2[c:15]([cH:16]1)[CH:14]1[CH:13]([CH:12]([c:20]3[cH:21][cH:22][c:23]([OH:26])[cH:24][cH:25]3)[CH2:11]2)[CH2:19][CH2:18][CH2:17]1>>[CH2:1]=[CH:27][c:9]1[cH:8][c:7]([OH:6])[cH:16][c:15]2[c:10]1[CH2:11][CH:12]([c:20]1[cH:21][cH:22][c:23]([OH:26])[cH:24][cH:25]1)[CH:13]1[CH:14]2[CH2:17][CH2:18][CH2:19]1. The reactants are B(Br)(Br)Br (boron tribromide), B(Br)(Br)Br (boron tribromide), COC1=CC=C(C=C1)CCCCO (4-(4-methoxyphenyl)butanol), B(Br)(Br)Br (boron tribromide), solution. The solvent is C(Cl)Cl (CH2Cl2), ClCCl (dichloromethane). Yields the product OC1=CC=C(C=C1)CCCCO (4-(4-Hydroxyphenyl)butanol). The yield is 42.0%. As a reaction SMILES: C[O:2][C:3]1[CH:8]=[CH:7][C:6]([CH2:9][CH2:10][CH2:11][CH2:12][OH:13])=[CH:5][CH:4]=1.B(Br)(Br)Br>ClCCl>[OH:2][C:3]1[CH:4]=[CH:5][C:6]([CH2:9][CH2:10][CH2:11][CH2:12][OH:13])=[CH:7][CH:8]=1. Reported procedure: To a stirred solution of 4-(4-methoxyphenyl)butanol (1 equiv.) in dry dichloromethane at −10° C. under an argon atmosphere was added boron tribromide (2.7 equiv., using a 1 M solution of boron tribromide in CH2Cl2). Stirring was continued at that temperature until completion of the reaction (4 hours). Unreacted boron tribromide was destroyed by addition of aqueous saturated NaHCO3 solution at 0° C. The resulting mixture diluted with CH2Cl2 and water, the organic phase was separated, washed with ... Reactants: ClC=1C=C(C=C(C1)C)C=1C=NC(=C(C(=O)O)C1)N1CCOCC1 (5-(3-chloro-5-methylphenyl)-2-morpholin-4-ylnicotinic acid), COC=1C=C(CN)C=CC1OC (3,4-dimethoxybenzylamine), C(CCl)Cl (EDC), C=1C=CC2=C(C1)N=NN2O (HOBt), CN1CCOCC1 (N-methylmorpholine). Run in C(Cl)Cl (DCM). Run at temperature 25 celsius, time 8 hour. The product is ClC=1C=C(C=C(C1)C)C=1C=NC(=C(C(=O)NCC2=CC(=C(C=C2)OC)OC)C1)N1CCOCC1 (5-(3-chloro-5-methylphenyl)-N-(3,4-dimethoxybenzyl)-2-(morpholin-4-yl)nicotinamide). RXN SMILES: [Cl:1][C:2]1[CH:3]=[C:4]([C:9]2[CH:10]=[N:11][C:12]([N:18]3[CH2:23][CH2:22][O:21][CH2:20][CH2:19]3)=[C:13]([CH:17]=2)[C:14]([OH:16])=O)[CH:5]=[C:6]([CH3:8])[CH:7]=1.[CH3:24][O:25][C:26]1[CH:27]=[C:28]([CH:31]=[CH:32][C:33]=1[O:34][CH3:35])[CH2:29][NH2:30].C(Cl)CCl.C1C=CC2N(O)N=NC=2C=1.CN1CCOCC1>C(Cl)Cl>[Cl:1][C:2]1[CH:3]=[C:4]([C:9]2[CH:10]=[N:11][C:12]([N:18]3[CH2:19][CH2:20][O:21][CH2:22][CH2:23]3)=[C:13]([CH:17]=2)[C:14]([NH:30][CH2:29][C:28]2[CH:31]=[CH:32][C:33]([O:34][CH3:35])=[C:26]([O:25][CH3:24])[CH:27]=2)=[O:16])[CH:5]=[C:6]([CH3:8])[CH:7]=1. Reported procedure: To a solution of 5-(3-chloro-5-methylphenyl)-2-morpholin-4-ylnicotinic acid (4-2, 2.8 g, 8.41 mmol) and 3,4-dimethoxybenzylamine (6.30 mL, 42.1 mmol) in DCM (42 mL) was added EDC (4.84 g, 25.2 mmol), HOBt (3.87 g, 25.2 mmol) followed by N-methylmorpholine (9.25 mL, 84 mmol) and the system was stirred at 25° C. overnight. The reaction mixture was partitioned between ethyl acetate and water, washed with saturated sodium bicarbonate and dried over magnesium sulfate. The reaction mixture was filtere... Reactants: O=C([O-])[O-], CS(C)=O, Cc1cc(F)ccc1-c1cc(Cl)ncc1N(C)C(=O)C(C)(C)c1cc(C(F)(F)F)cc(C(F)(F)F)c1, [K+], [K+], OCC1CCCN1, O. Product: Cc1cc(F)ccc1-c1cc(N2CCCC2CO)ncc1N(C)C(=O)C(C)(C)c1cc(C(F)(F)F)cc(C(F)(F)F)c1. Reaction SMILES: [C:44](=[O:45])([O-:46])[O-:47].[CH3:50][S:51](=[O:52])[CH3:53].[F:1][C:2]([c:3]1[cH:4][c:5]([C:13]([C:14](=[O:15])[N:16]([CH3:17])[c:18]2[cH:19][n:20][c:21]([Cl:32])[cH:22][c:23]2-[c:24]2[c:25]([CH3:31])[cH:26][c:27]([F:30])[cH:28][cH:29]2)([CH3:33])[CH3:34])[cH:6][c:7]([C:9]([F:10])([F:11])[F:12])[cH:8]1)([F:35])[F:36].[K+:48].[K+:49].[NH:37]1[CH:38]([CH2:39][OH:40])[CH2:41][CH2:42][CH2:43]1.[OH2:54]>>[F:1][C:2]([c:3]1[cH:4][c:5]([C:13]([C:14](=[O:15])[N:16]([CH3:17])[c:18]2[cH:19][n:20][c:21]([N:37]3[CH:38]([CH2:39][OH:40])[CH2:41][CH2:42][CH2:43]3)[cH:22][c:23]2-[c:24]2[c:25]([CH3:31])[cH:26][c:27]([F:30])[cH:28][cH:29]2)([CH3:33])[CH3:34])[cH:6][c:7]([C:9]([F:10])([F:11])[F:12])[cH:8]1)([F:35])[F:36].